Dataset: the Open Reaction Database (ORD), a public repository of structured organic reaction records. Task: describe an organic reaction: reactants, conditions, products, and yield Reactants: C1(=CC=CC=C1)NC(=O)C1(C2=CC=CC=C2C=2C=CC=CC12)CCCCBr (9-(4-bromo-butyl)-9H-fluorene-9-carboxylic acid-(phenyl)-amide), N1(CCNCC1)C1=NC2=CC=CC=C2C=C1 (2-(piperazin-1-yl)-quinoline). The product is C1(=CC=CC=C1)NC(=O)C1(C2=CC=CC=C2C=2C=CC=CC12)CCCCN1CCN(CC1)C1=NC2=CC=CC=C2C=C1 (9-[4-(4-quinolin-2-yl-piperazin-1-yl)-butyl]-9H-fluorene-9-carboxylic acid-(phenyl)-amide). As a reaction SMILES: [C:1]1([NH:7][C:8]([C:10]2([CH2:23][CH2:24][CH2:25][CH2:26]Br)[C:22]3[CH:21]=[CH:20][CH:19]=[CH:18][C:17]=3[C:16]3[C:11]2=[CH:12][CH:13]=[CH:14][CH:15]=3)=[O:9])[CH:6]=[CH:5][CH:4]=[CH:3][CH:2]=1.[N:28]1([C:34]2[CH:43]=[CH:42][C:41]3[C:36](=[CH:37][CH:38]=[CH:39][CH:40]=3)[N:35]=2)[CH2:33][CH2:32][NH:31][CH2:30][CH2:29]1>>[C:1]1([NH:7][C:8]([C:10]2([CH2:23][CH2:24][CH2:25][CH2:26][N:31]3[CH2:32][CH2:33][N:28]([C:34]4[CH:43]=[CH:42][C:41]5[C:36](=[CH:37][CH:38]=[CH:39][CH:40]=5)[N:35]=4)[CH2:29][CH2:30]3)[C:22]3[CH:21]=[CH:20][CH:19]=[CH:18][C:17]=3[C:16]3[C:11]2=[CH:12][CH:13]=[CH:14][CH:15]=3)=[O:9])[CH:6]=[CH:5][CH:4]=[CH:3][CH:2]=1. Procedure: Prepared analogously to Example 2b from 9-(4-bromo-butyl)-9H-fluorene-9-carboxylic acid-(phenyl)-amide and 2-(piperazin-1-yl)-quinoline. The reactants are aqueous solution, Cl (hydrochloric acid), C(CCCCCCCCCCC)Br (lauryl bromide), aqueous solution, [OH-].[Na+] (sodium hydroxide), C(C1=CN=CC=C1)(=O)O (nicotinic acid). The solvent is CN(P(=O)(N(C)C)N(C)C)C (hexamethylphosphoramide). Run at time 24 hour. The product is C(C1=CN=CC=C1)(=O)OCCCCCCCCCCCC (n-dodecyl nicotinate). Isolated yield 77.2%. As a reaction SMILES: [C:1]([OH:9])(=[O:8])[C:2]1[CH:7]=[CH:6][CH:5]=[N:4][CH:3]=1.[OH-].[Na+].[CH2:12](Br)[CH2:13][CH2:14][CH2:15][CH2:16][CH2:17][CH2:18][CH2:19][CH2:20][CH2:21][CH2:22][CH3:23].Cl>CN(C)P(N(C)C)(N(C)C)=O>[C:1]([O:9][CH2:23][CH2:22][CH2:21][CH2:20][CH2:19][CH2:18][CH2:17][CH2:16][CH2:15][CH2:14][CH2:13][CH3:12])(=[O:8])[C:2]1[CH:7]=[CH:6][CH:5]=[N:4][CH:3]=1 |f:1.2|. Procedure: In 100 ml of hexamethylphosphoramide was dissolved 4.9 g (0.04 mol) of nicotinic acid, and a 25% aqueous solution of sodium hydroxide (0.06 mol) was added thereto, followed by stirring using a magnetic stirrer at room temperature for 1 hour. To the mixture was further added 29.8 g (0.12 mol) of lauryl bromide, and the stirring was continued for an additional 24 hours. The reaction mixture was added to 200 ml of a 5% aqueous solution of hydrochloric acid and extracted with diethyl ether. The extr...